From a dataset of the Open Reaction Database (ORD), a public repository of structured organic reaction records. describe an organic reaction: reactants, conditions, products, and yield Reactants: C1OC2=C(O1)C=C(C=C2)O (Sesamol), [H-].[Na+] (NaH). Run in C1CCOC1 (THF). Reaction conditions: temperature 25 celsius, time 20 minute. The product is C1OC=2C=C([O-])C=CC2O1.[Na+] (Sodium 3,4-(methylenedioxy)phenoxide). As a reaction SMILES: [CH2:1]1[O:5][C:4]2[CH:6]=[C:7]([OH:10])[CH:8]=[CH:9][C:3]=2[O:2]1.[H-].[Na+:12]>C1COCC1>[CH2:1]1[O:2][C:3]2[CH:9]=[CH:8][C:7]([O-:10])=[CH:6][C:4]=2[O:5]1.[Na+:12] |f:1.2,4.5|. Procedure details: Sesamol (415 mg, 3.0 mmol) was added, as a solution in THF (2 ml), to a suspension of mineral oil-free NaH under a water cooling bath. The mixture was stirred at 25° C. for 20 min. yielding a clear solution. The solvent was evaporated at 40° C. under reduced pressure and the resulting solid sodium 3,4-(methylenedioxy)phenoxide was dried in vacuo at 25° C. for 30 min before use.